The task is: describe an organic reaction: reactants, conditions, products, and yield. This data is from the Open Reaction Database (ORD), a public repository of structured organic reaction records. Starting materials: BrCCC=Cc1ccccc1, O=C([O-])[O-], CN1CCCC1=O, [K+], [K+], O=C1c2ccccc2C(=O)N1O. Product: O=C1c2ccccc2C(=O)N1OCCC=Cc1ccccc1. Reaction SMILES: [Br:1][CH2:2][CH2:3][CH:4]=[CH:5][c:6]1[cH:7][cH:8][cH:9][cH:10][cH:11]1.[C:12](=[O:13])([O-:14])[O-:15].[CH3:30][N:31]1[CH2:32][CH2:33][CH2:34][C:35]1=[O:36].[K+:16].[K+:17].[OH:18][N:19]1[C:20](=[O:29])[c:21]2[c:22]([cH:25][cH:26][cH:27][cH:28]2)[C:23]1=[O:24]>>[CH2:2]([CH2:3][CH:4]=[CH:5][c:6]1[cH:7][cH:8][cH:9][cH:10][cH:11]1)[O:18][N:19]1[C:20](=[O:29])[c:21]2[c:22]([cH:25][cH:26][cH:27][cH:28]2)[C:23]1=[O:24]. The reactants are Cl.ClCC1=NC(=CC=C1)C1=CC=CC=C1 (2-Chloromethyl-6-phenylpyridine hydrochloride), COC=1C=C2CCCN3C2=C(C1)NC3=S (5,6-dihydro-8-methoxy-4H-imidazo[4,5,1-ij]quinoline-2[1H]-thione), [OH-].[Na+] (sodium hydroxide). Run in C(C)O (ethanol). Product: COC=1C=C2CCCN3C2=C(C1)N=C3SCC3=NC(=CC=C3)C3=CC=CC=C3 (5,6-Dihydro-8-methoxy-2-[(6-phenylpyridin-2-yl)-methylthio]-4H-imidazo[4,5,1-ij]quinoline), hydrate. Isolated yield 88.0%. Reaction SMILES: Cl.Cl[CH2:3][C:4]1[CH:9]=[CH:8][CH:7]=[C:6]([C:10]2[CH:15]=[CH:14][CH:13]=[CH:12][CH:11]=2)[N:5]=1.[CH3:16][O:17][C:18]1[CH:19]=[C:20]2[C:25]3=[C:26]([NH:28][C:29](=[S:30])[N:24]3[CH2:23][CH2:22][CH2:21]2)[CH:27]=1.[OH-].[Na+]>C(O)C>[CH3:16][O:17][C:18]1[CH:19]=[C:20]2[C:25]3=[C:26]([N:28]=[C:29]([S:30][CH2:3][C:4]4[CH:9]=[CH:8][CH:7]=[C:6]([C:10]5[CH:15]=[CH:14][CH:13]=[CH:12][CH:11]=5)[N:5]=4)[N:24]3[CH2:23][CH2:22][CH2:21]2)[CH:27]=1 |f:0.1,3.4|. Procedure details: 2-Chloromethyl-6-phenylpyridine hydrochloride 1.942 g, 8.1 mmol) was added to a solution of 5,6-dihydro-8-methoxy-4H-imidazo[4,5,1-ij]quinoline-2[1H]-thione (1.78 g, 8.1 mmol) in ethanol (16 ml) and 1N-sodium hydroxide (16.2 ml). The mixture was heated under reflux for 15 seconds and cooled to room temperature. The ethanol was removed by evaporation in vacuo and the aqueous mixture extracted with dichloromethane (2×150 ml). The extracts were dried (MgSO4) and evaporated in vacuo to give a brown ... Starting materials: C([O-])([O-])=O.[K+].[K+] (Potassium carbonate), C(C)OC1=C(C(=O)OCC2=CC=CC=C2)C=CC(=C1)CC(=O)NC(C1=C(C=CC=C1)N1CCCCC1)C(=O)O (benzyl 2-ethoxy-4-[N-(α-carboxy-2-piperidino-benzyl)-aminocarbonylmethyl]-benzoate), CI (methyl iodide). Run in CN(C=O)C (dimethyl formamide). Run at time 10 minute. The product is C(C)OC1=C(C(=O)OCC2=CC=CC=C2)C=CC(=C1)CC(=O)NC(C1=C(C=CC=C1)N1CCCCC1)C(=O)OC (Benzyl 2-ethoxy-4-[N-(α-methoxycarbonyl-2-piperidino-benzyl)-aminocarbonylmethyl]-benzoate). Reaction SMILES: [C:1](=O)([O-])[O-].[K+].[K+].[CH2:7]([O:9][C:10]1[CH:25]=[C:24]([CH2:26][C:27]([NH:29][CH:30]([C:43]([OH:45])=[O:44])[C:31]2[CH:36]=[CH:35][CH:34]=[CH:33][C:32]=2[N:37]2[CH2:42][CH2:41][CH2:40][CH2:39][CH2:38]2)=[O:28])[CH:23]=[CH:22][C:11]=1[C:12]([O:14][CH2:15][C:16]1[CH:21]=[CH:20][CH:19]=[CH:18][CH:17]=1)=[O:13])[CH3:8].CI>CN(C)C=O>[CH2:7]([O:9][C:10]1[CH:25]=[C:24]([CH2:26][C:27]([NH:29][CH:30]([C:43]([O:45][CH3:1])=[O:44])[C:31]2[CH:36]=[CH:35][CH:34]=[CH:33][C:32]=2[N:37]2[CH2:38][CH2:39][CH2:40][CH2:41][CH2:42]2)=[O:28])[CH:23]=[CH:22][C:11]=1[C:12]([O:14][CH2:15][C:16]1[CH:21]=[CH:20][CH:19]=[CH:18][CH:17]=1)=[O:13])[CH3:8] |f:0.1.2|. Procedure: Potassium carbonate (0.28 g, 2 mmol) is added to a solution of benzyl 2-ethoxy-4-[N-(α-carboxy-2-piperidino-benzyl)-aminocarbonylmethyl]-benzoate (1.06 g, 2 mmol) in anhydrous dimethyl formamide (8 ml). The mixture is stirred for 10 minutes at ambient temperature, then methyl iodide (0.125 ml, 2 mmol) is added and the resulting mixture is stirred overnight at ambient temperature. It is filtered and the filtrate is concentrated by evaporation to dryness in vacuo. The evaporation residue is partit... The reactants are CNC(/C(=N/OC)/C1=C(C=CC=C1)O)=O (N-methyl-E-2-(2-hydroxyphenyl)-2-methoxyimino-acetamide), CNC(\C(=N/OC)\C1=C(C=CC=C1)O)=O (N-methyl-Z-2-(2-hydroxyphenyl)-2-methoxyiminoacetamide). The product is CNC(C(=NOC)C1=C(C=CC=C1)O)=O (Methyl-2-(2-hydroxyphenyl)-2-methoxyimino-acetamide). Reaction SMILES: [CH3:1][NH:2][C:3](=[O:15])/[C:4](/[C:8]1[CH:13]=[CH:12][CH:11]=[CH:10][C:9]=1[OH:14])=[N:5]/[O:6][CH3:7].CNC(=O)/C(/C1C=CC=CC=1O)=N\OC>>[CH3:1][NH:2][C:3](=[O:15])[C:4]([C:8]1[CH:13]=[CH:12][CH:11]=[CH:10][C:9]=1[OH:14])=[N:5][O:6][CH3:7]. Procedure details: 9.68 g of crude product (0.0339 mol of methyl E/Z-2-(2-hydroxyphenyl)-2-methoxyimino-acetate, in particular compound II-1c from process step 6, HPLC: 43.7% E isomer of log p=1.48; 29.4% Z isomer of log p=2.37) are dissolved in 100 ml of tetrahydrofuran and cooled to 10° C. With cooling, methylamine is introduced. After about 30 minutes, 50 ml of methanol are added, the solution is saturated with methylamine and the mixture is allowed to stand at 10° C. overnight. The solvents are distilled off u...